Dataset: the Open Reaction Database (ORD), a public repository of structured organic reaction records. Task: describe an organic reaction: reactants, conditions, products, and yield Reactants: FC(COC1=C(C=CC(=C1)OCC(=O)OC(C)(C)C)CC(=O)N1CCC(CC1)N1C(OCC2=C1C=CC=C2)=O)(F)F (1-(1-(2-(2,2,2-trifluoro-ethoxy)-4-(tert-butyloxycarbonylmethoxy)phenylacetyl)piperidin-4-yl)-4H-3,1-benzoxazin-2(1H)-one), C(=O)(C(F)(F)F)O (TFA). Run in C(Cl)Cl (CH2Cl2). Reaction conditions: time 1.5 hour. Yields the product FC(COC1=C(C=CC(=C1)OCC(=O)O)CC(=O)N1CCC(CC1)N1C(OCC2=C1C=CC=C2)=O)(F)F (1-(1-(2-(2,2,2-trifluoroethoxy)-4-carboxymethoxyphenylacetyl)-piperidin-4-yl)-4H-3,1-benzoxazin-2(1H)-one). Reaction SMILES: [F:1][C:2]([F:41])([F:40])[CH2:3][O:4][C:5]1[CH:10]=[C:9]([O:11][CH2:12][C:13]([O:15]C(C)(C)C)=[O:14])[CH:8]=[CH:7][C:6]=1[CH2:20][C:21]([N:23]1[CH2:28][CH2:27][CH:26]([N:29]2[C:34]3[CH:35]=[CH:36][CH:37]=[CH:38][C:33]=3[CH2:32][O:31][C:30]2=[O:39])[CH2:25][CH2:24]1)=[O:22].C(O)(C(F)(F)F)=O>C(Cl)Cl>[F:41][C:2]([F:1])([F:40])[CH2:3][O:4][C:5]1[CH:10]=[C:9]([O:11][CH2:12][C:13]([OH:15])=[O:14])[CH:8]=[CH:7][C:6]=1[CH2:20][C:21]([N:23]1[CH2:24][CH2:25][CH:26]([N:29]2[C:34]3[CH:35]=[CH:36][CH:37]=[CH:38][C:33]=3[CH2:32][O:31][C:30]2=[O:39])[CH2:27][CH2:28]1)=[O:22]. Reported procedure: To a solution of 1-(1-(2-(2,2,2-trifluoroethoxy)-4-(tert-butyloxycarbonylmethoxy)-phenylacetyl)piperidin-4-yl)-4H-3,1-benzoxazin-2(1H)-one (0.72 mg, 1.2 mmol) from Step 1 above in CH2Cl2 (20 mL) was added TFA (20 mL). After standing at ambient temperature for 1.5 h the solvents were removed under reduced pressure and the residue was purified by preparative reverse phase HPLC using a H2O:CH3CN gradient containing 0.1% TFA. The product-containing fractions were combined and lyophilized to give the...